This data is from the Open Reaction Database (ORD), a public repository of structured organic reaction records. The task is: describe an organic reaction: reactants, conditions, products, and yield Starting materials: C(C)(=S)O (thioacetic acid), C(C)OC(CCCCC(CCC)Br)=S (6-bromo-8-methylthiooctanoic acid ethyl ester), C=1C=CC2=C(C1)C(=O)OC2(C=3C=CC(=CC3)O)C=4C=CC(=CC4)O (phenolphthalein), C(=O)([O-])[O-].[K+].[K+] (potash). Run in O (water). Reaction conditions: time 10 hour. Yields the product C(C)OC(CCCCC(CCC)SC(C)=O)=S (6-acetylthio-8-methylthiooctanoic acid ethyl ester). Yield: 94.0%. As a reaction SMILES: [C:1]([OH:4])(=[S:3])[CH3:2].C1C=CC2C(C3C=CC(O)=CC=3)(C3C=CC(O)=CC=3)OC(=O)C=2C=1.C([O-])([O-])=O.[K+].[K+].[CH2:35]([O:37][C:38](=[S:48])[CH2:39][CH2:40][CH2:41][CH2:42][CH:43](Br)[CH2:44][CH2:45][CH3:46])[CH3:36]>O>[CH2:35]([O:37][C:38](=[S:48])[CH2:39][CH2:40][CH2:41][CH2:42][CH:43]([S:3][C:1](=[O:4])[CH3:2])[CH2:44][CH2:45][CH3:46])[CH3:36] |f:2.3.4|. Reported procedure: 8.6 grams (0.113 mole) of thioacetic acid in 20 ml of water-free ethanol were neutralized to phenolphthalein with 81 ml of 10% ethanolic potash solution (0.113 mole potassium hydroxide) and 29.7 grams (0.1 mole) of 6-bromo-8-methylthiooctanoic acid ethyl ester added. The mixture was heated at reflux for 6 hours in a nitrogen atmosphere and allowed to stand for 10 hours at room temperature. The precipitated potassium bromide was filtered off, the filtrate concentrated in a vacuum, the residue tak... As a reaction SMILES: [CH3:33][CH2:34][O:35][C:36](=[O:37])[CH3:38].[CH3:39][OH:40].[CH:29]([O-:30])=[O:31].[N+:1]([O-:2])(=[O:3])[c:4]1[c:5]([NH:19][C:20]([C:21]([C:22]([F:23])([F:24])[F:25])([CH3:26])[OH:27])=[O:28])[cH:6][cH:7][c:8]([S:10](=[O:11])(=[O:12])[c:13]2[cH:14][cH:15][cH:16][cH:17][cH:18]2)[cH:9]1.[NH4+:32].[OH2:41]>>[NH2:1][c:4]1[c:5]([NH:19][C:20]([C:21]([C:22]([F:23])([F:24])[F:25])([CH3:26])[OH:27])=[O:28])[cH:6][cH:7][c:8]([S:10](=[O:11])(=[O:12])[c:13]2[cH:14][cH:15][cH:16][cH:17][cH:18]2)[cH:9]1. Yields the product CC(O)(C(=O)Nc1ccc(S(=O)(=O)c2ccccc2)cc1N)C(F)(F)F. Reactants: CCOC(C)=O, CO, O=C[O-], CC(O)(C(=O)Nc1ccc(S(=O)(=O)c2ccccc2)cc1[N+](=O)[O-])C(F)(F)F, [NH4+], O. Starting materials: NC1=NC=CC(=N1)C (2-amino-4-methylpyrimidine), CC(CC(C)(C)C)(C)[N+]#[C-] (1,1,3,3-tetramethylbutyl isocyanide), C1=CC=CC2=CC3=CC=CC=C3C(=C12)C=O (anthracene-9-carbaldehyde). Solvent: Cl(=O)(=O)(=O)O (perchloric acid). Product: C1=CC=CC2=CC3=CC=CC=C3C(=C12)C=1N=C2N(C=CC(=N2)C)C1NC(CC(C)(C)C)(C)C ((2-anthracen-9-yl-7-methylimidazo[1,2-a]pyrimidin-3-yl)-(1,1,3,3-tetramethylbutyl)-amine). As a reaction SMILES: [NH2:1][C:2]1[N:7]=[C:6]([CH3:8])[CH:5]=[CH:4][N:3]=1.[CH3:9][C:10]([N+:17]#[C-:18])([CH3:16])[CH2:11][C:12]([CH3:15])([CH3:14])[CH3:13].[CH:19]1[C:32]2[C:23](=[CH:24][C:25]3[C:30]([C:31]=2[CH:33]=O)=[CH:29][CH:28]=[CH:27][CH:26]=3)[CH:22]=[CH:21][CH:20]=1>Cl(O)(=O)(=O)=O>[CH:29]1[C:30]2[C:25](=[CH:24][C:23]3[C:32]([C:31]=2[C:33]2[N:1]=[C:2]4[N:7]=[C:6]([CH3:8])[CH:5]=[CH:4][N:3]4[C:18]=2[NH:17][C:10]([CH3:16])([CH3:9])[CH2:11][C:12]([CH3:15])([CH3:14])[CH3:13])=[CH:19][CH:20]=[CH:21][CH:22]=3)[CH:26]=[CH:27][CH:28]=1. Reported procedure: Compound (37) was prepared according to the general synthesis instructions from 1.0 ml of 2-amino-4-methylpyrimidine solution (0.1 M, DCM), 0.575 ml of 1,1,3,3-tetramethylbutyl isocyanide solution (0.2 M, DCM), 0.500 ml of anthracene-9-carbaldehyde solution (0.3 M, DCM), and 10 μl of perchloric acid (w=20%). Starting materials: NC1=C(C=C(C(=C1)F)F)N (1,2-diamino-4,5-difluorobenzene), ClC=1C(=CSC1)N=C=S (4-chloro-3-thienylisothiocyanate). Run in C1CCOC1 (THF), C1CCOC1 (THF). The product is NC1=C(C=C(C(=C1)F)F)NC(=S)NC1=CSC=C1Cl (1-(2-Amino-4,5-difluoro-phenyl)-3-(4-chloro-thiophen-3-yl)-thiourea). As a reaction SMILES: [NH2:1][C:2]1[CH:7]=[C:6]([F:8])[C:5]([F:9])=[CH:4][C:3]=1[NH2:10].[Cl:11][C:12]1[C:13]([N:17]=[C:18]=[S:19])=[CH:14][S:15][CH:16]=1>C1COCC1>[NH2:1][C:2]1[CH:7]=[C:6]([F:8])[C:5]([F:9])=[CH:4][C:3]=1[NH:10][C:18]([NH:17][C:13]1[C:12]([Cl:11])=[CH:16][S:15][CH:14]=1)=[S:19]. Procedure: To 1,2-diamino-4,5-difluorobenzene (1.02 g) in THF abs. (15 ml) 4-chloro-3-thienylisothiocyanate (1.25 g, example 52c) dissolved in THF abs. (15 ml) was added. Following the analogous description in example 54a) the desired product was obtained (773 mg). Starting materials: ClC=1C(=C(C=CC1)C1C(NC(C1(C#N)C1=CC(=C(C=C1)Cl)F)CC(C)(C)C)C(=O)O)F (rac-(2R,3S,4R,5S)-3-(3-chloro-2-fluoro-phenyl)-4-(4-chloro-3-fluoro-phenyl)-4-cyano-5-(2,2-dimethyl-propyl)-pyrrolidine-2-carboxylic acid), CC1(OC[C@@H](O1)CCN)C (2-((S)-2,2-dimethyl-[1,3]dioxolan-4-yl)-ethylamine), 2-(7-azabenzotriazol-1-yl)-n,n,n′,n′-tetramethyluronium hexafluorophosphate, CCN(C(C)C)C(C)C (iPr2NEt). Solvent: C(Cl)Cl (CH2Cl2), C(Cl)Cl (CH2Cl2). Yields the product CC1(OC[C@@H](O1)CCNC(=O)C1NC(C(C1C1=C(C(=CC=C1)Cl)F)(C#N)C1=CC(=C(C=C1)Cl)F)CC(C)(C)C)C (rac-(2R,3S,4R,5S)-3-(3-chloro-2-fluoro-phenyl)-4-(4-chloro-3-fluoro-phenyl)-4-cyano-5-(2,2-dimethyl-propyl)-pyrrolidine-2-carboxylic acid [2-((S)-2,2-dimethyl-[1,3]dioxolan-4-yl)-ethyl]-amide). The yield is 63.6%. Reaction SMILES: [Cl:1][C:2]1[C:3]([F:31])=[C:4]([CH:8]2[C:12]([C:15]3[CH:20]=[CH:19][C:18]([Cl:21])=[C:17]([F:22])[CH:16]=3)([C:13]#[N:14])[CH:11]([CH2:23][C:24]([CH3:27])([CH3:26])[CH3:25])[NH:10][CH:9]2[C:28]([OH:30])=O)[CH:5]=[CH:6][CH:7]=1.[CH3:32][C:33]1([CH3:41])[O:37][C@@H:36]([CH2:38][CH2:39][NH2:40])[CH2:35][O:34]1.CCN(C(C)C)C(C)C>C(Cl)Cl>[CH3:32][C:33]1([CH3:41])[O:37][C@@H:36]([CH2:38][CH2:39][NH:40][C:28]([CH:9]2[CH:8]([C:4]3[CH:5]=[CH:6][CH:7]=[C:2]([Cl:1])[C:3]=3[F:31])[C:12]([C:15]3[CH:20]=[CH:19][C:18]([Cl:21])=[C:17]([F:22])[CH:16]=3)([C:13]#[N:14])[CH:11]([CH2:23][C:24]([CH3:26])([CH3:27])[CH3:25])[NH:10]2)=[O:30])[CH2:35][O:34]1. Reported procedure: A mixture rac-(2R,3S,4R,5S)-3-(3-chloro-2-fluoro-phenyl)-4-(4-chloro-3-fluoro-phenyl)-4-cyano-5-(2,2-dimethyl-propyl)-pyrrolidine-2-carboxylic acid (125 mg, 0.267 mmol), 2-((S)-2,2-dimethyl-[1,3]dioxolan-4-yl)-ethylamine (0.2 mg, 1.3 mmol), 2-(7-azabenzotriazol-1-yl)-n,n,n′,n′-tetramethyluronium hexafluorophosphate (HATU, 114.1 mg, 0.3 mmol) and iPr2NEt (0.3 mL, 3.22 mmol) in CH2Cl2 (2 mL) was stirred at rt overnight. The mixture was then diluted with CH2Cl2 and washed with water, brine. The org... Reactants: Cc1cc(OCCCS(C)(=O)=O)c(F)c(C)c1-c1cccc(COc2ccc3c(c2)OCC3C(C)C(=O)[O-])c1, CO, Cl, [Na+], C1CCOC1, [OH-], O. Yields the product Cc1cc(OCCCS(C)(=O)=O)c(F)c(C)c1-c1cccc(COc2ccc3c(c2)OCC3CC(=O)O)c1. As a reaction SMILES: [CH3:1][CH:2]([C:3](=[O:4])[O-:5])[CH:6]1[CH2:7][O:8][c:9]2[c:10]1[cH:11][cH:12][c:13]([O:15][CH2:16][c:17]1[cH:18][c:19](-[c:23]3[c:24]([CH3:39])[c:25]([F:38])[c:26]([O:30][CH2:31][CH2:32][CH2:33][S:34](=[O:35])(=[O:36])[CH3:37])[cH:27][c:28]3[CH3:29])[cH:20][cH:21][cH:22]1)[cH:14]2.[CH3:40][OH:41].[ClH:44].[Na+:43].[O:46]1[CH2:47][CH2:48][CH2:49][CH2:50]1.[OH-:42].[OH2:45]>>[CH2:2]([C:3](=[O:4])[OH:5])[CH:6]1[CH2:7][O:8][c:9]2[c:10]1[cH:11][cH:12][c:13]([O:15][CH2:16][c:17]1[cH:18][c:19](-[c:23]3[c:24]([CH3:39])[c:25]([F:38])[c:26]([O:30][CH2:31][CH2:32][CH2:33][S:34](=[O:35])(=[O:36])[CH3:37])[cH:27][c:28]3[CH3:29])[cH:20][cH:21][cH:22]1)[cH:14]2.